From a dataset of the Open Reaction Database (ORD), a public repository of structured organic reaction records. describe an organic reaction: reactants, conditions, products, and yield Starting materials: C(C)(C)(C)OC(=O)NC(C(=O)OCC)C1=CC(=CC=C1)C(F)F (Ethyl [(tert-butoxycarbonyl)amino][3-(difluoromethyl)phenyl]acetate), ice water, Cl (hydrochloric acid), [Cl-].[Li+] (lithium chloride), [BH4-].[Na+] (sodium borohydride). Solvent: O1CCCC1 (tetrahydrofuran), C(C)O (ethanol). Conditions: temperature 0 celsius, time 8 hour. Yields the product FC(C=1C=C(C=CC1)C(CO)NC(OC(C)(C)C)=O)F (tert-Butyl {1-[3-(difluoromethyl)phenyl]-2-hydroxyethyl}carbamate). As a reaction SMILES: [Cl-].[Li+].[BH4-].[Na+].[C:5]([O:9][C:10]([NH:12][CH:13]([C:19]1[CH:24]=[CH:23][CH:22]=[C:21]([CH:25]([F:27])[F:26])[CH:20]=1)[C:14](OCC)=[O:15])=[O:11])([CH3:8])([CH3:7])[CH3:6].Cl>C(O)C.O1CCCC1>[F:26][CH:25]([F:27])[C:21]1[CH:20]=[C:19]([CH:13]([NH:12][C:10](=[O:11])[O:9][C:5]([CH3:6])([CH3:8])[CH3:7])[CH2:14][OH:15])[CH:24]=[CH:23][CH:22]=1 |f:0.1,2.3|. Procedure: At RT, 11.97 mg (0.28 mmol) of lithium chloride and 10.68 mg (0.28 mmol) of sodium borohydride were stirred in 0.25 ml of ethanol for 15 min. Then the mixture was cooled to 0° C. and a solution of 62 mg (about 0.09 mmol, purity 49%) of the compound from Example 131A in 0.25 ml of tetrahydrofuran was added dropwise. The mixture was stirred overnight at RT. For work-up, it was cooled with ice-water and adjusted to a pH of 2 using 1M hydrochloric acid. The reaction mixture was purified by preparati... The reactants are COC(=O)CN(Cc1cccc(F)c1)Cc1nccn1Cc1cc(Cl)cc(Cl)c1, CO, N. The product is NC(=O)CN(Cc1cccc(F)c1)Cc1nccn1Cc1cc(Cl)cc(Cl)c1. RXN SMILES: [CH3:1][O:2][C:3]([CH2:4][N:5]([CH2:6][c:7]1[cH:8][c:9]([F:13])[cH:10][cH:11][cH:12]1)[CH2:14][c:15]1[n:16]([CH2:20][c:21]2[cH:22][c:23]([Cl:28])[cH:24][c:25]([Cl:27])[cH:26]2)[cH:17][cH:18][n:19]1)=[O:29].[CH3:31][OH:32].[NH3:30]>>[O:2]=[C:3]([CH2:4][N:5]([CH2:6][c:7]1[cH:8][c:9]([F:13])[cH:10][cH:11][cH:12]1)[CH2:14][c:15]1[n:16]([CH2:20][c:21]2[cH:22][c:23]([Cl:28])[cH:24][c:25]([Cl:27])[cH:26]2)[cH:17][cH:18][n:19]1)[NH2:30].